From a dataset of the Open Reaction Database (ORD), a public repository of structured organic reaction records. describe an organic reaction: reactants, conditions, products, and yield Reactants: C(=O)C=O (glyoxal), CNCCNC (N,N'-dimethylethylenediamine), S1SC(C=C1)C(=O)[O-] (dithiolate), S([O-])(O)=O.[Na+] (sodium bisulfite), C(CC(=O)OC(C)C)(=O)OC(C)C (diisopropyl malonate), [OH-].[K+] (potassium hydroxide). The solvent is O (water), O (water), O (water), C(=S)=S (carbon disulfide). Run at time 30 minute. The product is C(C)(C)OC(C(C(=O)OC(C)C)=C1SC2N(CCN(C2S1)C)C)=O (Diisopropyl(2,5-dimethyl-2,5-diaza-7,9-dithiabicyclo-[4,3,0]-nonane-8-ylidene)malonate). The yield is 74.0%. Reaction SMILES: [CH:1]([CH:3]=O)=O.[CH3:5][NH:6][CH2:7][CH2:8][NH:9][CH3:10].[S:11](=O)(O)[O-].[Na+].[S:16]1[CH:20]=CC(C([O-])=O)S1.[C:24]([O:33][CH:34]([CH3:36])[CH3:35])(=[O:32])[CH2:25][C:26]([O:28][CH:29]([CH3:31])[CH3:30])=[O:27].[OH-].[K+]>O.C(=S)=S>[CH:34]([O:33][C:24](=[O:32])[C:25](=[C:20]1[S:16][CH:1]2[CH:3]([N:6]([CH3:5])[CH2:7][CH2:8][N:9]2[CH3:10])[S:11]1)[C:26]([O:28][CH:29]([CH3:30])[CH3:31])=[O:27])([CH3:36])[CH3:35] |f:2.3,6.7|. Procedure details: In 10 ml of water was dissolved 3.2 g of 40% aqueous glyoxal and 1.9 g of N,N'-dimethylethylenediamine at 0° C. To this solution was added 4.4 g of sodium bisulfite dissolved in 20 ml of water and the mixture was stirred for 30 minutes. To this was added dropwise at 0° C. the dithiolate solution which had been prepared previously by the reaction of 3.7 g of diisopropyl malonate with 1.8 g of carbon disulfide in the presence of 8 g of 30% aqueous potassium hydroxide. After the reaction mixture wa... The reactants are CON=C1CN(Cc2ccccc2)CC1(CO)COS(C)(=O)=O, CN(C)C=O, [N-]=[N+]=[N-], [Na+]. Product: CON=C1CN(Cc2ccccc2)CC1(CO)CN=[N+]=[N-]. Reaction SMILES: [CH3:1][O:2][N:3]=[C:4]1[CH2:5][N:6]([CH2:17][c:18]2[cH:19][cH:20][cH:21][cH:22][cH:23]2)[CH2:7][C:8]1([CH2:9][OH:10])[CH2:11][O:12][S:13]([CH3:14])(=[O:15])=[O:16].[CH3:28][N:29]([CH3:30])[CH:31]=[O:32].[N-:25]=[N+:26]=[N-:27].[Na+:24]>>[CH3:1][O:2][N:3]=[C:4]1[CH2:5][N:6]([CH2:17][c:18]2[cH:19][cH:20][cH:21][cH:22][cH:23]2)[CH2:7][C:8]1([CH2:9][OH:10])[CH2:11][N:25]=[N+:26]=[N-:27]. Reactants: CC1(C)COC(CC2CCc3c(n(Cc4ccccc4)c4ccccc34)S2)=N1, CCO, [Na+], O=C([O-])O, O=S(=O)(O)O. Yields the product CCOC(=O)CC1CCc2c(n(Cc3ccccc3)c3ccccc23)S1. RXN SMILES: [CH2:1]([c:2]1[cH:3][cH:4][cH:5][cH:6][cH:7]1)[n:8]1[c:9]2[c:10]([c:11]3[cH:12][cH:13][cH:14][cH:15][c:16]13)[CH2:17][CH2:18][CH:19]([CH2:21][C:22]1=[N:28][C:25]([CH3:26])([CH3:27])[CH2:24][O:23]1)[S:20]2.[CH3:39][CH2:40][OH:41].[Na+:29].[OH:30][C:31](=[O:32])[O-:33].[S:34](=[O:35])(=[O:36])([OH:37])[OH:38]>>[CH2:1]([c:2]1[cH:3][cH:4][cH:5][cH:6][cH:7]1)[n:8]1[c:9]2[c:10]([c:11]3[cH:12][cH:13][cH:14][cH:15][c:16]13)[CH2:17][CH2:18][CH:19]([CH2:21][C:22]([O:23][CH2:24][CH3:25])=[O:30])[S:20]2. Reaction SMILES: [Cl:1][C:2]1[CH:24]=[C:23]([C:25]([F:28])([F:27])[F:26])[CH:22]=[CH:21][C:3]=1[O:4][C:5]1[CH:20]=[CH:19][C:8]2[N:9]([CH3:18])[C:10](=[O:17])[C:11]([CH3:16])([C:13]([OH:15])=[O:14])[O:12][C:7]=2[CH:6]=1.S(Cl)(Cl)=O.[CH:33]1C=CC=CC=1>>[Cl:1][C:2]1[CH:24]=[C:23]([C:25]([F:26])([F:27])[F:28])[CH:22]=[CH:21][C:3]=1[O:4][C:5]1[CH:20]=[CH:19][C:8]2[N:9]([CH3:18])[C:10](=[O:17])[C:11]([CH3:16])([C:13]([O:15][CH3:33])=[O:14])[O:12][C:7]=2[CH:6]=1. The reactants are ClC1=C(OC2=CC3=C(N(C(C(O3)(C(=O)O)C)=O)C)C=C2)C=CC(=C1)C(F)(F)F (7-(2-Chloro-4-trifluoromethylphenoxy)-2,4-dimethyl-3,4-dihydro-3-oxo-2H-1,4-benzoxazine-2-carboxylic acid), ClC1=C(OC2=CC3=C(N(C(C(O3)(C(=O)O)C)=O)C)C=C2)C=CC(=C1)C(F)(F)F (7-(2-Chloro-4-trifluoromethylphenoxy)-2,4-dimethyl-3,4-dihydro-3-oxo-2H-1,4-benzoxazine-2-carboxylic acid), C1=CC=CC=C1 (benzene), S(=O)(Cl)Cl (thionyl chloride). Yields the product ClC1=C(OC2=CC3=C(N(C(C(O3)(C(=O)OC)C)=O)C)C=C2)C=CC(=C1)C(F)(F)F (Methyl 7-(2-chloro-4-trifluoromethylphenoxy)-2,4-dimethyl-3,4-dihydro-3-oxo-2H-1,4-benzoxazine-2-carboxylate). Procedure: 7-(2-Chloro-4-trifluoromethylphenoxy)-2,4-dimethyl-3,4-dihydro-3-oxo-2H-1,4-benzoxazine-2-carboxylic acid (Compound 23) (0.4 g) was dissolved in benzene (10 ml), and thionyl chloride (2 ml) was added thereto, followed by heating under reflux for 3 hours. The solvent was then evaporated under a reduced pressure, methanol (5 ml) was added thereto, and the mixture was stirred at room temperature for one hour. The solvent was then evaporated under a reduced pressure, and the residue was purified by ... Reaction conditions: time 1 hour. Starting materials: Cl.Cl.N1(C=NC=C1)C=1C=C(C=CC1)NC(=N)N ([3-(1H-Imidazol-1-yl)phenyl]guanidine, dihydrochloride), CN(C=CC(=O)C=1C=NC=CC1)C (3-dimethylamino-1-(3-pyridyl)-2-propen-1-one), [OH-].[Na+] (NaOH), ( 24 ). Solvent: C(CC)O (n-propanol). The product is N1(C=NC=C1)C=1C=C(C=CC1)NC1=NC=CC(=N1)C=1C=NC=CC1 (N-[3-(1H-imidazol-1-yl)phenyl]-4-(3-pyridinyl)-2-pyrimidinamine). Yield: 67.0%. RXN SMILES: Cl.Cl.[N:3]1([C:8]2[CH:9]=[C:10]([NH:14][C:15]([NH2:17])=[NH:16])[CH:11]=[CH:12][CH:13]=2)[CH:7]=[CH:6][N:5]=[CH:4]1.CN(C)[CH:20]=[CH:21][C:22]([C:24]1[CH:25]=[N:26][CH:27]=[CH:28][CH:29]=1)=O.[OH-].[Na+]>C(O)CC>[N:3]1([C:8]2[CH:9]=[C:10]([NH:14][C:15]3[N:17]=[C:22]([C:24]4[CH:25]=[N:26][CH:27]=[CH:28][CH:29]=4)[CH:21]=[CH:20][N:16]=3)[CH:11]=[CH:12][CH:13]=2)[CH:7]=[CH:6][N:5]=[CH:4]1 |f:0.1.2,4.5|. Reported procedure: Two and 73 hundredths grams of [3-(1H-imidazol-1-yl)phenyl]guanidine, dihydrochloride (2) from Example 1, 1.76 grams of 3-dimethylamino-1-(3-pyridyl)-2-propen-1-one, 25 ml of n-propanol and 2 equivalents (2 ml) of 10N NaOH at pH=11 is refluxed for twenty-four (24) hours. The products are isolated by quenching the reaction mixture including any precipitated solids into water followed by filtration. These filtered solids are re-suspended in water to remove inorganic salts, filtered and air dried t... The reactants are CC(=O)NNc1ccc(NCc2ccccc2)cc1, CCO, O, S=C=Nc1ccccc1. The product is CC(=O)NNc1ccc(N(Cc2ccccc2)C(=S)Nc2ccccc2)cc1. RXN SMILES: [C:1]([CH3:2])(=[O:3])[NH:4][NH:5][c:6]1[cH:7][cH:8][c:9]([NH:12][CH2:13][c:14]2[cH:15][cH:16][cH:17][cH:18][cH:19]2)[cH:10][cH:11]1.[CH3:30][CH2:31][OH:32].[OH2:29].[c:20]1([N:26]=[C:27]=[S:28])[cH:21][cH:22][cH:23][cH:24][cH:25]1>>[C:1]([CH3:2])(=[O:3])[NH:4][NH:5][c:6]1[cH:7][cH:8][c:9]([N:12]([CH2:13][c:14]2[cH:15][cH:16][cH:17][cH:18][cH:19]2)[C:27]([NH:26][c:20]2[cH:21][cH:22][cH:23][cH:24][cH:25]2)=[S:28])[cH:10][cH:11]1.